Dataset: the Open Reaction Database (ORD), a public repository of structured organic reaction records. Task: describe an organic reaction: reactants, conditions, products, and yield Reactants: C(C)(C)[Mg]Cl.O1CCCC1 (isopropylmagnesium chloride tetrahydrofuran), BrC=1C=C(C=O)C=CC1 (3-bromobenzaldehyde), Cl (hydrochloric acid). Solvent: O1CCCC1 (tetrahydrofuran). Product: BrC=1C=C(C=CC1)C(C(C)C)O (1-(3-bromophenyl)-2-methylpropan-1-ol). Reaction SMILES: [CH:1]([Mg]Cl)([CH3:3])[CH3:2].O1CCCC1.[Br:11][C:12]1[CH:13]=[C:14]([CH:17]=[CH:18][CH:19]=1)[CH:15]=[O:16].Cl>O1CCCC1>[Br:11][C:12]1[CH:13]=[C:14]([CH:15]([OH:16])[CH:1]([CH3:3])[CH3:2])[CH:17]=[CH:18][CH:19]=1 |f:0.1|. Procedure: With cooling with ice, 150 mL of 1.0 M isopropylmagnesium chloride/tetrahydrofuran solution was added to tetrahydrofuran (200 mL) solution of 21.9 g of 3-bromobenzaldehyde. 4 N hydrochloric acid was added to the reaction liquid, extracted with diethyl ether, and washed with saturated sodium hydrogencarbonate solution and saturated saline water in that order. This was dried with anhydrous magnesium sulfate, the solvent was evaporated away under reduced pressure, and the resulting residue was puri...